This data is from the Open Reaction Database (ORD), a public repository of structured organic reaction records. The task is: describe an organic reaction: reactants, conditions, products, and yield Starting materials: COC(=O)C1=CC=C2C=CNC2=C1 (1H-indole-6-carboxylic acid methyl ester), [N+](=O)([O-])C1=CC=C(CBr)C=C1 (4-nitrobenzyl bromide). Yields the product COC(=O)C1=CC=C2C=CN(C2=C1)CC1=CC=C(C=C1)[N+](=O)[O-] (1-(4-Nitrobenzyl)-1H-indole-6-carboxylic acid methyl ester). As a reaction SMILES: [CH3:1][O:2][C:3]([C:5]1[CH:13]=[C:12]2[C:8]([CH:9]=[CH:10][NH:11]2)=[CH:7][CH:6]=1)=[O:4].[N+:14]([C:17]1[CH:24]=[CH:23][C:20]([CH2:21]Br)=[CH:19][CH:18]=1)([O-:16])=[O:15]>>[CH3:1][O:2][C:3]([C:5]1[CH:13]=[C:12]2[C:8]([CH:9]=[CH:10][N:11]2[CH2:21][C:20]2[CH:23]=[CH:24][C:17]([N+:14]([O-:16])=[O:15])=[CH:18][CH:19]=2)=[CH:7][CH:6]=1)=[O:4]. Procedure: 1-(4-Nitrobenzyl)-1H-indole-6-carboxylic acid methyl ester was prepared from 1H-indole-6-carboxylic acid methyl ester and 4-nitrobenzyl bromide followed the procedure of Example 3 Step 1 as a yellow powder: 1H NMR (DMSO-d6) δ 3.85 (s, 3H), 5.75 (s, 2H), 6.66(dd, J=3.1, 0.6 Hz, 1H), 7.34 (d, J=8.7 Hz, 2H), 7.60 (t, J=2.8 Hz, 1H), 7.79 (d, J=3.1 Hz, 1H), 8.07 (s, 1H), 8.15 (s, 1H), 8.19 (d, J=8.8 Hz, 1H), 8.28 (d, J=8.7 Hz, 2H); MS (ESI) m/z 311 (MH+); 309 ([M−H]−).